Dataset: the Open Reaction Database (ORD), a public repository of structured organic reaction records. Task: describe an organic reaction: reactants, conditions, products, and yield Reactants: compound, C(C)OCN1C(=NC(=C1)CO[Si](CC)(CC)CC)C(C)=O (1-[1-Ethoxymethyl-4-(triethylsilyloxymethyl)-1H-imidazol-2-yl]ethanone), [F-].C(CCC)[N+](CCCC)(CCCC)CCCC (tetrabutylammonium fluoride). The solvent is C1CCOC1 (THF). Conditions: time 1 hour. Yields the product C(C)OCN1C(=NC(=C1)CO)C(C)=O (1-(1-Ethoxymethyl-4-hydroxymethyl-1H-imidazol-2-yl)ethanone). Reaction SMILES: [CH2:1]([O:3][CH2:4][N:5]1[CH:9]=[C:8]([CH2:10][O:11][Si](CC)(CC)CC)[N:7]=[C:6]1[C:19](=[O:21])[CH3:20])[CH3:2].[F-].C([N+](CCCC)(CCCC)CCCC)CCC>C1COCC1>[CH2:1]([O:3][CH2:4][N:5]1[CH:9]=[C:8]([CH2:10][OH:11])[N:7]=[C:6]1[C:19](=[O:21])[CH3:20])[CH3:2] |f:1.2|. Procedure: The compound (520 mg) obtained in (4) was dissolved in THF (10 mL), followed by addition of tetrabutylammonium fluoride (TBAF, 1.0 M THF solution, 3.32 mL) under stirring, and the stirring was continued for 1 hour. The reaction solution was concentrated under reduced pressure, and the resulting residue was purified by flash chromatography (ethyl acetate/hexane=25%→100%) using amino column (product name: SNAP Cartridge KP-NH 55 g, manufactured by Biotage, Ltd.) to afford the title compound (288 m... As a reaction SMILES: [NH2:1][C:2]1[CH:3]=[CH:4][C:5]2[CH:14]=[CH:13][C:12]3[NH:11][C:10](=[O:15])[C:9](=[O:16])[NH:8][C:7]=3[C:6]=2[CH:17]=1.CO[C:20]1([CH:27](OC)OC)[CH2:24][CH2:23][CH:22](OC)[O:21]1>C(O)(=O)C>[CH:22]([C:23]1[N:1]([C:2]2[CH:3]=[CH:4][C:5]3[CH:14]=[CH:13][C:12]4[NH:11][C:10](=[O:15])[C:9](=[O:16])[NH:8][C:7]=4[C:6]=3[CH:17]=2)[CH:27]=[CH:20][CH:24]=1)=[O:21]. Starting materials: NC=1C=CC2=C(C=3NC(C(NC3C=C2)=O)=O)C1 (9-aminobenzo[f]quinoxaline-2,3(1H,4H)-dione), COC1(OC(CC1)OC)C(OC)OC (2,5-dimethoxy-2-(1,1-dimethoxymethyl)tetrahydrofuran). The product is C(=O)C=1N(C=CC1)C=1C=CC2=C(C=3NC(C(NC3C=C2)=O)=O)C1 (9-(2-Formyl-1-pyrrolyl)benzo[f]quinoxaline-2,3(1H,4H)-dione). The yield is 26.6%. Reported procedure: 7.0 g (30.8 mmol) of 9-aminobenzo[f]quinoxaline-2,3(1H,4H)-dione and 6.4 g (30.8 mmol) of 2,5-dimethoxy-2-(1,1-dimethoxymethyl)tetrahydrofuran were refluxed in 170 ml of glacial acetic acid for 30 minutes. The precipitate was filtered off with suction and purified by chromatography on silica gel (mobile phase: toluene/acetone/glacial acetic acid=10/10/1). 2.5 g (27%) of the product were obtained. Melting point >250° C. Run in C(C)(=O)O (acetic acid).